From a dataset of the Open Reaction Database (ORD), a public repository of structured organic reaction records. describe an organic reaction: reactants, conditions, products, and yield Starting materials: N(C(=O)C)C1=CC=C(C=C1)C=1C=2N(CCC1)C=CN2 (8-[4-(Acetamino)phenyl]5,6-dihydroimidazo[1,2-a]pyridine), [OH-].[K+] (potassium hydroxide). The solvent is O (water), CO (methanol), CO (methanol), O (water). Product: NC1=CC=C(C=C1)C=1C=2N(CCC1)C=CN2 (8-(4-Aminophenyl)-5,6-dihydroimidazo[1,2-a]pyridine). Reaction SMILES: [NH:1]([C:5]1[CH:10]=[CH:9][C:8]([C:11]2[C:12]3[N:13]([CH:17]=[CH:18][N:19]=3)[CH2:14][CH2:15][CH:16]=2)=[CH:7][CH:6]=1)C(C)=O.[OH-].[K+]>CO.O>[NH2:1][C:5]1[CH:10]=[CH:9][C:8]([C:11]2[C:12]3[N:13]([CH:17]=[CH:18][N:19]=3)[CH2:14][CH2:15][CH:16]=2)=[CH:7][CH:6]=1 |f:1.2|. Reported procedure: 5 g of the crude product from Example 8 is dissolved in 10 ml of methanol and added to a solution of 14 g of potassium hydroxide in 15 ml of methanol and 10 ml water. Heat to reflux for 2 hr. Cool to room temperature, and pour into 300 ml of water with good mixing. The resulting precipitate is recrystallized from ether to provide the title compound. The reactants are CCOC(=O)CBr, O=C([O-])[O-], CC1(C)OC(c2ccc(O)cc2)OC1(C)C, CCOC(C)=O, [Cs+], [Cs+], CN(C)C=O. Yields the product CCOC(=O)COc1ccc(C2OC(C)(C)C(C)(C)O2)cc1. Reaction SMILES: [Br:23][CH2:24][C:25](=[O:26])[O:27][CH2:28][CH3:29].[C:17](=[O:18])([O-:19])[O-:20].[CH3:1][C:2]1([CH3:16])[O:3][CH:4]([c:9]2[cH:10][cH:11][c:12]([OH:15])[cH:13][cH:14]2)[O:5][C:6]1([CH3:7])[CH3:8].[CH3:35][CH2:36][O:37][C:38](=[O:39])[CH3:40].[Cs+:21].[Cs+:22].[O:30]=[CH:31][N:32]([CH3:33])[CH3:34]>>[CH3:1][C:2]1([CH3:16])[O:3][CH:4]([c:9]2[cH:10][cH:11][c:12]([O:15][CH2:24][C:25](=[O:26])[O:27][CH2:28][CH3:29])[cH:13][cH:14]2)[O:5][C:6]1([CH3:7])[CH3:8]. Starting materials: C([O-])([O-])=O.[Na+].[Na+] (sodium carbonate), C=C1CN(C1)C(=O)OC(C)(C)C (tert-butyl 3-methyleneazetidine-1-carboxylate), zinc-copper amalgam, ClC(C(=O)Cl)(Cl)Cl (trichloroacetyl chloride). Run in C(OC)COC (dimethoxyethane), CCOCC (ether). Reaction conditions: time 12 hour. Yields the product ClC1(C2(CN(C2)C(=O)OC(C)(C)C)CC1=O)Cl (tert-Butyl 5,5-dichloro-6-oxo-2-azaspiro[3.3]heptane-2-carboxylate). As a reaction SMILES: [Cl:1][C:2]([Cl:7])(Cl)[C:3](Cl)=[O:4].[CH2:8]=[C:9]1[CH2:12][N:11]([C:13]([O:15][C:16]([CH3:19])([CH3:18])[CH3:17])=[O:14])[CH2:10]1.C(=O)([O-])[O-].[Na+].[Na+]>C(COC)OC.CCOCC>[Cl:1][C:2]1([Cl:7])[C:3](=[O:4])[CH2:8][C:9]21[CH2:10][N:11]([C:13]([O:15][C:16]([CH3:19])([CH3:18])[CH3:17])=[O:14])[CH2:12]2 |f:2.3.4|. Reported procedure: 28.42 mL (254.65 mmol) of trichloroacetyl chloride dissolved in 70 mL of dimethoxyethane are added dropwise, at 0° C., to a mixture containing 7.98 g (47.16 mol) of tert-butyl 3-methyleneazetidine-1-carboxylate (WO 2008/124 085) and 36.48 g (282.94 mmol) of zinc-copper amalgam suspended in 200 mL of ether. The reaction medium is stirred at room temperature for 12 hours. The mixture is then poured portionwise into a sodium carbonate solution at 0° C. The solution obtained is filtered through Celi... Starting materials: C1(=CCCCC1)CO (cyclohexenylmethanol), O1CCOC12CC=C(CC2)CO (1,4-dioxaspiro[4.5]dec-7-en-8-ylmethanol). Product: O1C2(OCC1)CC1CC1(CC2)CO (spiro[bicyclo[4.1.0]heptane-3,2′-[1,3]dioxolane]-6-ylmethanol), liquid. Isolated yield 96.0%. Reaction SMILES: [C:1]1(CO)CCCCC=1.[O:9]1[C:13]2([CH2:18][CH2:17][C:16]([CH2:19][OH:20])=[CH:15][CH2:14]2)[O:12][CH2:11][CH2:10]1>>[O:9]1[CH2:10][CH2:11][O:12][C:13]21[CH2:18][CH2:17][C:16]1([CH2:19][OH:20])[CH:15]([CH2:1]1)[CH2:14]2. Procedure: Following the procedure as described in Example 342 Step 2 and making non-critical variations to replace cyclohexenylmethanol with 1,4-dioxaspiro[4.5]dec-7-en-8-ylmethanol, the title compound was obtained as a colourless liquid (4.0 g, 96%): 1H NMR (300 MHz, CDCl3) δ 3.92-3.84 (m, 4H), 3.48 (d, J=10.8 Hz, 1H), 3.26 (d, J=10.9 Hz, 1H), 2.21-2.0 (m, 2H), 1.94-1.86 (m 1H), 1.77-1.65 (m, 1H), 1.60-1.51 (m, 1H), 1.40-1.30 (m, 1H), 0.58 (dd, J=9.2, 4.8 Hz, 1H), 0.40 (t, J=5.0 Hz, 1H). The reactants are C(C)(C)(C)OC(=O)C1=C(C=CC=C1)C1=CC=C(C=C1)CN1C(=NC(=C1C#N)C(CCC)=O)CCC (1-[(2'-t-butoxycarbonylbiphenyl-4-yl)methyl]-4-butyryl-2-propylimidazole-5-carbonitrile), [Na] (sodium). Run in C(C)O (ethanol). The product is C(C)(C)(C)OC(=O)C1=C(C=CC=C1)C1=CC=C(C=C1)CN1C(=NC(=C1C#N)C(CCC)O)CCC (1-[(2'-t-Butoxycarbonylbiphenyl-4-yl)methyl]-4-(1-hydroxybutyl)-2-propylimidazole-5-carbonitrile). Isolated yield 94.3%. As a reaction SMILES: [C:1]([O:5][C:6]([C:8]1[CH:13]=[CH:12][CH:11]=[CH:10][C:9]=1[C:14]1[CH:19]=[CH:18][C:17]([CH2:20][N:21]2[C:25]([C:26]#[N:27])=[C:24]([C:28](=[O:32])[CH2:29][CH2:30][CH3:31])[N:23]=[C:22]2[CH2:33][CH2:34][CH3:35])=[CH:16][CH:15]=1)=[O:7])([CH3:4])([CH3:3])[CH3:2].[Na]>C(O)C>[C:1]([O:5][C:6]([C:8]1[CH:13]=[CH:12][CH:11]=[CH:10][C:9]=1[C:14]1[CH:19]=[CH:18][C:17]([CH2:20][N:21]2[C:25]([C:26]#[N:27])=[C:24]([CH:28]([OH:32])[CH2:29][CH2:30][CH3:31])[N:23]=[C:22]2[CH2:33][CH2:34][CH3:35])=[CH:16][CH:15]=1)=[O:7])([CH3:4])([CH3:3])[CH3:2] |^1:35|. Procedure: Following a procedure similar to that described in Example 45(b), but using 1.13 g of 1-[(2'-t-butoxycarbonylbiphenyl-4-yl)methyl]-4-butyryl-2-propylimidazole-5-carbonitrile [prepared as described in step (a) above] and 0.091 g of sodium borophydride in 23 ml of ethanol, 1.07 g of the title compound were obtained as a viscous oil. Starting materials: C1=CC=C2C(=C1)C3=NC4=NC(=NC5=C6C=CC=CC6=C([N-]5)N=C7C8=CC=CC=C8C(=N7)N=C2[N-]3)C9=CC=CC=C94.O=[V+2] (vanadyl phthalocyanine), OS(=O)(=O)O (H2SO4). Product: OS(=O)(=O)O.C1=CC=C2C(=C1)C3=NC4=NC(=NC5=C6C=CC=CC6=C([N-]5)N=C7C8=CC=CC=C8C(=N7)N=C2[N-]3)C9=CC=CC=C94.O=[V+2] (H2SO4 vanadyl phthalocyanine). RXN SMILES: [CH:1]1[CH:6]=[C:5]2[C:7]3[N-:34][C:33]([C:4]2=[CH:3][CH:2]=1)=[N:32][C:30]1=[N:31][C:23]([C:24]2[C:29]1=[CH:28][CH:27]=[CH:26][CH:25]=2)=[N:22][C:20]1[N-:21][C:13](=[C:14]2[C:19]=1[CH:18]=[CH:17][CH:16]=[CH:15]2)[N:12]=[C:11]1[C:35]2[C:40]([C:9](=[N:10]1)[N:8]=3)=[CH:39][CH:38]=[CH:37][CH:36]=2.[O:41]=[V+2:42].[OH:43][S:44]([OH:47])(=[O:46])=[O:45]>>[OH:46][S:44]([OH:47])(=[O:45])=[O:43].[CH:27]1[CH:28]=[C:29]2[C:30]3[N-:31][C:23]([C:24]2=[CH:25][CH:26]=1)=[N:22][C:20]1=[N:21][C:13]([C:14]2[C:19]1=[CH:18][CH:17]=[CH:16][CH:15]=2)=[N:12][C:11]1[N-:10][C:9](=[C:40]2[C:35]=1[CH:36]=[CH:37][CH:38]=[CH:39]2)[N:8]=[C:7]1[C:5]2[C:4]([C:33](=[N:34]1)[N:32]=3)=[CH:3][CH:2]=[CH:1][CH:6]=2.[O:41]=[V+2:42] |f:0.1,3.4.5|. Procedure details: a dried, partially purified vanadly phthalocyanine pigment preparation phase comprising mixing the crude vanadyl phthalocyanine pigment with a solution of between about 60 percent and about 80 percent by weight of H2SO4 to form a H2SO4 -vanadyl phthalocyanine pigment mixture, diluting the H2SO4 -vanadyl phthalocyanine pigment mixture with deionized water to form a diluted mixture, separating the vanadyl phthalocyanine pigment, washing the isolated vanadyl phthalocyanine pigment particles, and dr...